From a dataset of the Open Reaction Database (ORD), a public repository of structured organic reaction records. describe an organic reaction: reactants, conditions, products, and yield Reactants: [Br-], COC1(c2ccc(Cl)cc2)CCN(C(=O)OC(C)(C)C)CC1=O, C[Mg+], C1CCOC1. Product: COC1(c2ccc(Cl)cc2)CCN(C(=O)OC(C)(C)C)CC1(C)O. RXN SMILES: [Br-:24].[C:1]([CH3:2])([CH3:3])([CH3:4])[O:5][C:6](=[O:7])[N:8]1[CH2:9][C:10](=[O:23])[C:11]([O:14][CH3:15])([c:16]2[cH:17][cH:18][c:19]([Cl:22])[cH:20][cH:21]2)[CH2:12][CH2:13]1.[CH3:25][Mg+:26].[O:27]1[CH2:28][CH2:29][CH2:30][CH2:31]1>>[C:1]([CH3:2])([CH3:3])([CH3:4])[O:5][C:6](=[O:7])[N:8]1[CH2:9][C:10]([OH:23])([CH3:25])[C:11]([O:14][CH3:15])([c:16]2[cH:17][cH:18][c:19]([Cl:22])[cH:20][cH:21]2)[CH2:12][CH2:13]1. The reactants are CC(C)C[AlH]CC(C)C (DIBAL-H), [Si](C)(C)(C(C)(C)C)O[C@H]([C@@H](/C=C/C(=O)OCC)C)CCO[Si](C)(C)C(C)(C)C (Ethyl (4R,5S,2E)-5,7-bis(tert-butyldimethylsilyloxy)-4-methylhept-2-enoate). Run in C(Cl)Cl (CH2Cl2). Conditions: time 1 hour. The product is [Si](C)(C)(C(C)(C)C)O[C@H]([C@@H](/C=C/CO)C)CCO[Si](C)(C)C(C)(C)C ((4R,5S,2E)-5,7-bis(tert-Butyldimethylsilyloxy)-4-methylhept-2-en-1-ol). Yield: 96907.8%. RXN SMILES: CC(C[AlH]CC(C)C)C.[Si:10]([O:17][C@@H:18]([CH2:28][CH2:29][O:30][Si:31]([C:34]([CH3:37])([CH3:36])[CH3:35])([CH3:33])[CH3:32])[C@H:19]([CH3:27])/[CH:20]=[CH:21]/[C:22](OCC)=[O:23])([C:13]([CH3:16])([CH3:15])[CH3:14])([CH3:12])[CH3:11]>C(Cl)Cl>[Si:10]([O:17][C@@H:18]([CH2:28][CH2:29][O:30][Si:31]([C:34]([CH3:35])([CH3:37])[CH3:36])([CH3:32])[CH3:33])[C@H:19]([CH3:27])/[CH:20]=[CH:21]/[CH2:22][OH:23])([C:13]([CH3:14])([CH3:15])[CH3:16])([CH3:12])[CH3:11]. Reported procedure: DIBAL-H (26.5 mL, 26.5 mmol, 1.0 M solution in hexane) was added to the ester 10 (3.14 g. 7.30 μmol) in CH2Cl2 (35 mL) at −78° C. dropwise and stirred for 1 h. The reaction mixture was quenched by EtOAc (5 mL) and sat'd sodium potassium tartrate solution (20 mL) followed by vigorous stirring for 4 h. The aqueous phase was extracted with CH2Cl2 (3×30 mL) and the combined organic layers were washed with brine (10 mL). After drying over MgSO4 and evaporation under vacuum, flash column chromatograph... Reactants: Cc1c(F)c(F)cc(C(=O)O)c1F, O, O=[N+]([O-])O, O=S(=O)(O)O. Product: Cc1c(F)c(F)c([N+](=O)[O-])c(C(=O)O)c1F. Reaction SMILES: [F:1][c:2]1[c:3]([C:4](=[O:5])[OH:6])[cH:7][c:8]([F:13])[c:9]([F:12])[c:10]1[CH3:11].[OH2:23].[OH:19][N+:20]([O-:21])=[O:22].[S:14](=[O:15])(=[O:16])([OH:17])[OH:18]>>[F:1][c:2]1[c:3]([C:4](=[O:5])[OH:6])[c:7]([N+:20](=[O:19])[O-:21])[c:8]([F:13])[c:9]([F:12])[c:10]1[CH3:11]. Reactants: CC1OCCC(C1)=O (2-methyltetrahydropyran-4-one), Cl (hydrochloric acid), FC=1C=C(C=C(C1)F)Br (3,5-difluorobromobenzene), [Mg] (magnesium). The reagents and catalysts are BrCCBr (1,2-dibromoethane). The solvent is C1CCOC1 (THF), C1CCOC1 (THF). Run at time 15 minute. Product: Grignard reagent, FC=1C=C(C=C(C1)F)C1(CC(OCC1)C)O ((2RS,4SR)-4-(3,5-difluorophenyl)-4-hydroxy-2-methyltetrahydropyran). The yield is 36.0%. Reaction SMILES: [F:1][C:2]1[CH:3]=[C:4](Br)[CH:5]=[C:6]([F:8])[CH:7]=1.[Mg].[CH3:11][CH:12]1[CH2:17][C:16](=[O:18])[CH2:15][CH2:14][O:13]1.Cl>BrCCBr.C1COCC1>[F:1][C:2]1[CH:3]=[C:4]([C:16]2([OH:18])[CH2:15][CH2:14][O:13][CH:12]([CH3:11])[CH2:17]2)[CH:5]=[C:6]([F:8])[CH:7]=1. Procedure: A Grignard reagent was prepared from 3,5-difluorobromobenzene (0.772 g), 1,2-dibromoethane (2 drops), magnesium (0.106 g) and THF (5 ml). The mixture was stirred at ambient temperature for 15 minutes and then heated to 50° C. for 15 minutes. The mixture was allowed to recool to ambient temperature and a solution of 2-methyltetrahydropyran-4-one (J. Amer. Chem. Soc., 1982, 104, 4666) in THF (1 ml) was added dropwise. The mixture was stirred at ambient temperature for 1 hour. The mixture was poure... Reactants: ice, [OH-].[NH4+] (ammonium hydroxide), C(CC)OC1=C(C=CC(=C1)OCCC)C(C(=O)C1=CC=NC=C1)=O (1-(2,4-di-n-propyloxyphenyl)-2-(4-pyridyl)ethane-1,2-dione), C(C)(=O)[O-].[NH4+] (ammonium acetate), ClC1=CC=C(C=O)C=C1 (4-chlorobenzaldehyde). Solvent: C(C)(=O)OCC (ethyl acetate), C(C)(=O)O (acetic acid). Conditions: temperature 0 celsius. Product: ClC1=CC=C(C=C1)C=1NC(=C(N1)C1=C(C=C(C=C1)OCCC)OCCC)C1=CC=NC=C1 (2-(4-Chlorophenyl)-4-(2,4-di(n-propyloxy)phenyl)-5-(4-pyridyl)imidazole). Yield: 30.0%. Reaction SMILES: [CH2:1]([O:4][C:5]1[CH:10]=[C:9]([O:11][CH2:12][CH2:13][CH3:14])[CH:8]=[CH:7][C:6]=1[C:15](=O)[C:16]([C:18]1[CH:23]=[CH:22][N:21]=[CH:20][CH:19]=1)=O)[CH2:2][CH3:3].C([O-])(=O)C.[NH4+:29].[Cl:30][C:31]1[CH:38]=[CH:37][C:34]([CH:35]=O)=[CH:33][CH:32]=1.[OH-].[NH4+:40]>C(O)(=O)C.C(OCC)(=O)C>[Cl:30][C:31]1[CH:38]=[CH:37][C:34]([C:35]2[NH:29][C:16]([C:18]3[CH:23]=[CH:22][N:21]=[CH:20][CH:19]=3)=[C:15]([C:6]3[CH:7]=[CH:8][C:9]([O:11][CH2:12][CH2:13][CH3:14])=[CH:10][C:5]=3[O:4][CH2:1][CH2:2][CH3:3])[N:40]=2)=[CH:33][CH:32]=1 |f:1.2,4.5|. Procedure details: A solution of 1-(2,4-di-n-propyloxyphenyl)-2-(4-pyridyl)ethane-1,2-dione from Step D (61 mg, 0.19 mmol), ammonium acetate (144 mg, 1.87 mmol) and 4-chlorobenzaldehyde (33 mg, 0.23 mmol) in acetic acid (1.5 mL) was heated to 100° C. for 3.5 h. After cooling to 0° C., the ice (4g), ethyl acetate (2 mL) and a concentrated solution of ammonium hydroxide was added until the pH was 10. The layers were separated and the aqueous layer extracted with ethyl acetate. The combined organic extracts were succ...